From a dataset of the Open Reaction Database (ORD), a public repository of structured organic reaction records. describe an organic reaction: reactants, conditions, products, and yield The reactants are [Si](C)(C)(C(C)(C)C)O[C@H]1C[C@@H](CC2=CC=C3[C@@H]4CC=C(C(C)(C)O\C=C\CC(CC)(O[Si](CC)(CC)CC)CC)[C@]4(CC[C@@H]3[C@@]12C)C)O[Si](C)(C)C(C)(C)C (1α,3β-Bis(tert-butyldimethylsilyloxy)-20-{4-ethyl-4-triethylsilyloxy-(2E)-hexenyloxy}-20-methylpregna-5,7,16-triene), O1CCCC1.[F-].C(CCC)[N+](CCCC)(CCCC)CCCC (tetra-n-butylammonium fluoride tetrahydrofuran). The product is C(C)C(C/C=C/OC(C)(C1=CC[C@H]2C3=CC=C4C[C@H](C[C@@H]([C@]4(C)[C@H]3CC[C@]12C)O)O)C)(CC)O (20-{4-ethyl-4-hydroxy-(2E)-hexenyloxy}-1α,3β-dihydroxy-20-methylpregna-5,7,16-triene). Yield: 98.8%. Reaction SMILES: [Si]([O:8][C@@H:9]1[C@@:45]2([CH3:46])[C:13](=[CH:14][CH:15]=[C:16]3[C@@H:44]2[CH2:43][CH2:42][C@@:41]2([CH3:47])[C@H:17]3[CH2:18][CH:19]=[C:20]2[C:21]([O:24]/[CH:25]=[CH:26]/[CH2:27][C:28]([CH2:39][CH3:40])([O:31][Si](CC)(CC)CC)[CH2:29][CH3:30])([CH3:23])[CH3:22])[CH2:12][C@@H:11]([O:48][Si](C(C)(C)C)(C)C)[CH2:10]1)(C(C)(C)C)(C)C.O1CCCC1.[F-].C([N+](CCCC)(CCCC)CCCC)CCC>>[CH2:29]([C:28]([OH:31])([CH2:39][CH3:40])[CH2:27]/[CH:26]=[CH:25]/[O:24][C:21]([CH3:23])([C:20]1[C@:41]2([CH3:47])[C@H:17]([C:16]3[C@H:44]([CH2:43][CH2:42]2)[C@:45]2([CH3:46])[C:13]([CH2:12][C@@H:11]([OH:48])[CH2:10][C@@H:9]2[OH:8])=[CH:14][CH:15]=3)[CH2:18][CH:19]=1)[CH3:22])[CH3:30] |f:1.2.3|. Reported procedure: 1α,3β-Bis(tert-butyldimethylsilyloxy)-20-{4-ethyl-4-triethylsilyloxy-(2E)-hexenyloxy}-20-methylpregna-5,7,16-triene (350 mg, 0.430 mmol) and a 1M tetra-n-butylammonium fluoride tetrahydrofuran solution (15 ml) were subjected to reaction using a procedure similar to that of Example 5(2) (3 hours), worked up and purified by column chromatography (ethyl acetate) to give the titled compound (200 mg, 100%) as a yellow foam. Reactants: C(C1=CC=C(C=C1)OC)C(C#C)(O)CC1=CC=C(C=C1)OC (1,1-dianisylprop-2-yn-1-ol), 1, 1(b), ( c ), N1(CCCCC1)C1=CC(=CC2=CC=CC=C12)O (4-piperidino-2-naphthol). Run in C1(=CC=CC=C1)C (toluene). Reaction conditions: time 1.5 hour. Product: C(C1=CC=C(C=C1)OC)C1(C=CC2=C(O1)C=C(C1=CC=CC=C12)N1CCCCC1)CC1=CC=C(C=C1)OC (3,3-dianisyl-6-piperidino -3H-naphtho[2,1-b]pyran), solid. Yield: 5.0%. RXN SMILES: [N:1]1([C:7]2[C:16]3[C:11](=[CH:12][CH:13]=[CH:14][CH:15]=3)[CH:10]=[C:9]([OH:17])[CH:8]=2)[CH2:6][CH2:5][CH2:4][CH2:3][CH2:2]1.[CH2:18]([C:27]([CH2:31][C:32]1[CH:37]=[CH:36][C:35]([O:38][CH3:39])=[CH:34][CH:33]=1)(O)[C:28]#[CH:29])[C:19]1[CH:24]=[CH:23][C:22]([O:25][CH3:26])=[CH:21][CH:20]=1>C1(C)C=CC=CC=1>[CH2:18]([C:27]1([CH2:31][C:32]2[CH:37]=[CH:36][C:35]([O:38][CH3:39])=[CH:34][CH:33]=2)[O:17][C:9]2[CH:8]=[C:7]([N:1]3[CH2:2][CH2:3][CH2:4][CH2:5][CH2:6]3)[C:16]3[C:11]([C:10]=2[CH:29]=[CH:28]1)=[CH:12][CH:13]=[CH:14][CH:15]=3)[C:19]1[CH:20]=[CH:21][C:22]([O:25][CH3:26])=[CH:23][CH:24]=1. Procedure details: 1-Chloro-4-piperidino-2-naphthol (3.0 g;0.0115 mol), prepared as in 1(a) above, dissolved in 1.25M aqueous NaOH (100 ml) was stirred and heated to 75°-80° C. To the solution was added (50/50) Raney Nickel (14.0 g) portionwise over 1 hour. The mixture was stirred for 1.5 h, cooled then filtered through celite with washing (3×2M NaOH). The filtrate was neutralised with conc. HCl and extracted into CH2Cl2, dried and evaporated to yield crude 4-piperidino-2-naphthol (1.46 g;56%) as a red-orange oil....